Dataset: the Open Reaction Database (ORD), a public repository of structured organic reaction records. Task: describe an organic reaction: reactants, conditions, products, and yield Starting materials: [BH4-].[Na+] (sodium borohydride), CC/C=C\C[C@@H](/C=C/[C@H]1[C@@H](CC(=O)[C@@H]1C/C=C\CCCC(=O)O)O)O (PGE3). Run in CO (methanol). Conditions: temperature 0 celsius, time 30 minute. Yields the product CC/C=C\C[C@@H](/C=C/[C@H]1[C@@H](C[C@@H]([C@@H]1C/C=C\CCCC(=O)O)O)O)O (PGF3α). RXN SMILES: [BH4-].[Na+].[CH3:3][CH2:4]/[CH:5]=[CH:6]\[CH2:7][C@H:8]([OH:27])/[CH:9]=[CH:10]/[C@@H:11]1[C@@H:16]([CH2:17]/[CH:18]=[CH:19]\[CH2:20][CH2:21][CH2:22][C:23]([OH:25])=[O:24])[C:14](=[O:15])[CH2:13][C@H:12]1[OH:26]>CO>[CH3:3][CH2:4]/[CH:5]=[CH:6]\[CH2:7][C@H:8]([OH:27])/[CH:9]=[CH:10]/[C@@H:11]1[C@@H:16]([CH2:17]/[CH:18]=[CH:19]\[CH2:20][CH2:21][CH2:22][C:23]([OH:25])=[O:24])[C@@H:14]([OH:15])[CH2:13][C@H:12]1[OH:26] |f:0.1|. Procedure details: A solution of sodium borohydride (70 mg.) in 5 ml. of ice-cold methanol is added dropwise with stirring to a solution of racemic PGE3 (22 mg.) in 1.5 ml. of methanol at 0° C. This mixture is stirred at 0° C. for 30 minutes, and is then stirred and allowed to warm to 25° C. during one hour. After evaporation, water (10 ml.) is added, and the mixture is acidified with one normal hydrochloric acid, saturated with sodium chloride, and extracted repeatedly with ethyl acetate. The combined extracts ar... As a reaction SMILES: [CH3:15][C:16]([C:17]#[CH:18])([CH3:19])[CH3:20].[CH3:21][N:22]([CH3:23])[CH:24]=[O:25].[CH3:26][CH2:27][O:28][C:29](=[O:30])[CH3:31].[CH:8]([NH:9][CH:10]([CH3:11])[CH3:12])([CH3:13])[CH3:14].[Cu:32][I:33].[I:1][c:2]1[cH:3][cH:4][cH:5][cH:6][cH:7]1>>[c:2]1([C:18]#[C:17][C:16]([CH3:15])([CH3:19])[CH3:20])[cH:3][cH:4][cH:5][cH:6][cH:7]1. Yields the product CC(C)(C)C#Cc1ccccc1. Starting materials: C#CC(C)(C)C, CN(C)C=O, CCOC(C)=O, CC(C)NC(C)C, [Cu]I, Ic1ccccc1.